This data is from the Open Reaction Database (ORD), a public repository of structured organic reaction records. The task is: describe an organic reaction: reactants, conditions, products, and yield Reactants: CN(C)C=O, CC(Cc1ccncc1)C(=O)O, ClC(Cl)Cl, O=S(Cl)Cl. The product is CC(Cc1ccncc1)C(N)=O. RXN SMILES: [CH3:21][N:22]([CH3:23])[CH:24]=[O:25].[CH3:9][CH:10]([C:11](=[O:12])[OH:13])[CH2:14][c:15]1[cH:16][cH:17][n:18][cH:19][cH:20]1.[CH:1]([Cl:2])([Cl:3])[Cl:4].[S:5]([Cl:6])([Cl:7])=[O:8]>>[CH3:9][CH:10]([C:11](=[O:12])[NH2:22])[CH2:14][c:15]1[cH:16][cH:17][n:18][cH:19][cH:20]1. Reactants: ClC=C1C(CCC(C1)(C)C)=O (2-chloromethylene-4,4-dimethyl-cyclohexanone), [Na] (sodium), C(C)OC(CS)=O (mercaptoacetic acid ethyl ester), [Na] (sodium), [Li+].[OH-] (LiOH). Solvent: C1CCOC1 (THF), C(C)O (ethanol), C(C)O (ethanol). Run at temperature 50 celsius, time 16 hour. The product is CC1(CC=2C(=C(SC2)C(=O)O)CC1)C (5,5-dimethyl-4,5,6,7-tetrahydro-benzo[c]thiophene-1-carboxylic acid). As a reaction SMILES: [Na].Cl[CH:3]=[C:4]1[CH2:9][C:8]([CH3:11])([CH3:10])[CH2:7][CH2:6][C:5]1=O.[Li+].[OH-].C([O:17][C:18](=[O:21])[CH2:19][SH:20])C>C(O)C.C1COCC1>[CH3:10][C:8]1([CH3:11])[CH2:7][CH2:6][C:5]2=[C:19]([C:18]([OH:21])=[O:17])[S:20][CH:3]=[C:4]2[CH2:9]1 |f:2.3,^1:0|. Reported procedure: To a part (300 mL) of a freshly prepared solution of sodium (21 g, 875 mmol) in ethanol (500 mL), mercaptoacetic acid ethyl ester (50 mL) is added. The resulting solution is added over a period of 10 min to a solution of 2-chloromethylene-4,4-dimethyl-cyclohexanone (50 g, 290 mmol) in THF (170 mL). The mixture becomes warm (50° C.). Upon complete addition, the remaining part of the freshly prepared solution of sodium in ethanol (200 mL) is added to the reaction mixture. The mixture is stirred at... Reactants: C[Al](C)C (Me3Al), COC(=O)C=1N=C(N(C1C(=O)OC)CC1=CC=C(C=C1)C1=C(C=CC=C1)C1=NN=NN1C(C1=CC=CC=C1)(C1=CC=CC=C1)C1=CC=CC=C1)CCC (4,5-bis(methoxycarbonyl)-2-propyl-1-[(2'-(N-trityltetrazol-5-yl)biphen-4-yl)methyl]imidazole), N1=C(C=CC=C1)N1CCNCC1 (1-(2-pyridyl)piperazine), solution, Cl (HCl). Run in C1(=CC=CC=C1)C (toluene), C(Cl)Cl (CH2Cl2), C(Cl)Cl (CH2Cl2), CCOCC (ether). Conditions: temperature 10 celsius, time 15 minute. Yields the product COC(=O)C1=C(N=C(N1CC1=CC=C(C=C1)C1=C(C=CC=C1)C1=NN=NN1C(C1=CC=CC=C1)(C1=CC=CC=C1)C1=CC=CC=C1)CCC)C(=O)N1CCN(CC1)C1=NC=CC=C1 (5-Methoxycarbonyl-4-[4-(2-pyridyl)-piperazin-1-yl]carbonyl-2-propyl-1-[(2'-(N-trityltetrazol-5-yl)biphen-4-yl)methyl]imidazole). Isolated yield 70.7%. As a reaction SMILES: [N:1]1[CH:6]=[CH:5][CH:4]=[CH:3][C:2]=1[N:7]1[CH2:12][CH2:11][NH:10][CH2:9][CH2:8]1.Cl.C[Al](C)C.C[O:19][C:20]([C:22]1[N:23]=[C:24]([CH2:68][CH2:69][CH3:70])[N:25]([CH2:31][C:32]2[CH:37]=[CH:36][C:35]([C:38]3[CH:43]=[CH:42][CH:41]=[CH:40][C:39]=3[C:44]3[N:48]([C:49]([C:62]4[CH:67]=[CH:66][CH:65]=[CH:64][CH:63]=4)([C:56]4[CH:61]=[CH:60][CH:59]=[CH:58][CH:57]=4)[C:50]4[CH:55]=[CH:54][CH:53]=[CH:52][CH:51]=4)[N:47]=[N:46][N:45]=3)=[CH:34][CH:33]=2)[C:26]=1[C:27]([O:29][CH3:30])=[O:28])=O>C(Cl)Cl.CCOCC.C1(C)C=CC=CC=1>[CH3:30][O:29][C:27]([C:26]1[N:25]([CH2:31][C:32]2[CH:33]=[CH:34][C:35]([C:38]3[CH:43]=[CH:42][CH:41]=[CH:40][C:39]=3[C:44]3[N:48]([C:49]([C:62]4[CH:67]=[CH:66][CH:65]=[CH:64][CH:63]=4)([C:56]4[CH:57]=[CH:58][CH:59]=[CH:60][CH:61]=4)[C:50]4[CH:55]=[CH:54][CH:53]=[CH:52][CH:51]=4)[N:47]=[N:46][N:45]=3)=[CH:36][CH:37]=2)[C:24]([CH2:68][CH2:69][CH3:70])=[N:23][C:22]=1[C:20]([N:10]1[CH2:9][CH2:8][N:7]([C:2]2[CH:3]=[CH:4][CH:5]=[CH:6][N:1]=2)[CH2:12][CH2:11]1)=[O:19])=[O:28]. Procedure details: To a solution of 0.72 g (4.4 mmol) of 1-(2-pyridyl)piperazine in 10 mL of anhydrous CH2Cl2 under N2 was added 4.4 mL (4.4 mmol) of a 1 N solution of HCl in ether. After 15 min., the suspension was cooled to 10° C. and treated with 2.2 mL (4.4 mmol) of 2.0 M Me3Al in toluene. Slow gas evolution was noted. After 30 min., a solution of 2.81 g (4.00 mmol) of 4,5-bis(methoxycarbonyl)-2-propyl-1-[(2'-(N-trityltetrazol-5-yl)biphen-4-yl)methyl]imidazole in 12 mL of CH2Cl2 was added. The reaction mixture... Reactants: hydrate, FC1=CC=C(C=C1)[C@H](O)C1=NC2=CC=CC=C2C(=N1)NC1=NNC(=C1)C ((S)-(4-Fluorophenyl)(4-((5-methyl-1H-pyrazol-3-yl)amino)quinazolin-2-yl)methanol), FC1=CC=C(C=C1)C(O)C1=NC2=CC=CC=C2C(=N1)NC1=NNC(=C1)C ((4-fluorophenyl)(4-((5-methyl-1H-pyrazol-3-yl)amino)quinazolin-2-yl)methanol). Yields the product N1N=C(C=C1)NC1=NC2=CC=CC=C2C=N1 (Pyrazolylaminoquinazoline). Reaction SMILES: FC1C=CC([C@@H]([C:10]2[N:19]=[C:18](NC3C=C(C)NN=3)[C:17]3[C:12](=[CH:13][CH:14]=[CH:15][CH:16]=3)[N:11]=2)O)=CC=1.FC1C=CC(C(C2N=C([NH:46][C:47]3[CH:51]=[C:50](C)[NH:49][N:48]=3)C3C(=CC=CC=3)N=2)O)=CC=1>>[NH:49]1[CH:50]=[CH:51][C:47]([NH:46][C:10]2[N:19]=[CH:18][C:17]3[C:12](=[CH:13][CH:14]=[CH:15][CH:16]=3)[N:11]=2)=[N:48]1. Procedure details: or an isotopic variant thereof; or pharmaceutically acceptable salt, solvate, hydrate, or prodrug thereof. (S)-(4-Fluorophenyl)(4-((5-methyl-1H-pyrazol-3-yl)amino)quinazolin-2-yl)methanol was determined to be the (−) isomer of (4-fluorophenyl)(4-((5-methyl-1H-pyrazol-3-yl)amino)quinazolin-2-yl)methanol by optical rotation analysis. The reactants are NCC(C)(C)C (1-amino-2,2-dimethylpropane), ClC1=NC(=NC(=C1)Cl)NCC(C)(C)C (4,6-dichloro-2-(2,2-dimethylpropylamino)pyrimidine). Run in C(C)(C)O (isopropanol). The product is ClC1=NC(=NC(=C1)NCC(C)(C)C)NCC(C)(C)C (4-chloro-2,6-bis(2,2-dimethylpropylamino)pyrimidine). As a reaction SMILES: [NH2:1][CH2:2][C:3]([CH3:6])([CH3:5])[CH3:4].[Cl:7][C:8]1[CH:13]=[C:12](Cl)[N:11]=[C:10]([NH:15][CH2:16][C:17]([CH3:20])([CH3:19])[CH3:18])[N:9]=1>C(O)(C)C>[Cl:7][C:8]1[CH:13]=[C:12]([NH:1][CH2:2][C:3]([CH3:6])([CH3:5])[CH3:4])[N:11]=[C:10]([NH:15][CH2:16][C:17]([CH3:20])([CH3:19])[CH3:18])[N:9]=1. Procedure details: After adding 5 ml of 1-amino-2,2-dimethylpropane to a solution of 5.0 g of 4,6-dichloro-2-(2,2-dimethylpropylamino)pyrimidine in 25 ml of isopropanol the reaction mixture is boiled under reflux for 20 hours, then evaporated. The residue is distributed between 80 ml of chloroform and 15 ml of 10% sodium hydroxide solution. After separation the organic phase is washed 4 times with 20 ml of water each, then dried and evaporated. After recrystallization from hexane the title compound is obtained in ...